This data is from the Open Reaction Database (ORD), a public repository of structured organic reaction records. The task is: describe an organic reaction: reactants, conditions, products, and yield The reactants are CS(C)=O, C[S+](C)(C)=O, [H-], [I-], [Na+], CC(=O)CCC(=O)OC(C)(C)C, O. The product is CC(C)(C)OC(=O)CCC1(C)CO1. As a reaction SMILES: [CH3:22][S:23]([CH3:24])=[O:25].[CH3:2][S+:3]([CH3:4])([CH3:5])=[O:6].[H-:7].[I-:1].[Na+:8].[O:9]=[C:10]([CH2:11][CH2:12][C:13](=[O:14])[O:15][C:16]([CH3:17])([CH3:18])[CH3:19])[CH3:20].[OH2:21]>>[CH2:2]1[O:9][C:10]1([CH2:11][CH2:12][C:13](=[O:14])[O:15][C:16]([CH3:17])([CH3:18])[CH3:19])[CH3:20]. Reactants: [OH-].[K+] (potassium hydroxide), O (water), C(C)(C)(C)OC(=O)N1C(CCCC1)C(=O)C=1OC(=CC1)C1=CC=C(C=C1)F ((RS)-1-(tert-butyloxycarbonyl)-2-((5-(4-fluorophenyl)-furan-2-yl)carbonyl)piperidine), O.NN (hydrazine hydrate), resultant mixture. Solvent: C(COCCO)O (diethylene glycol). The product is FC1=CC=C(C=C1)C1=CC=C(O1)CC1NCCCC1 ((RS)-2-(5-(4-Fluorophenyl)-furan-2-ylmethyl)-piperidine). The yield is 63.3%. RXN SMILES: C(OC([N:8]1[CH2:13][CH2:12][CH2:11][CH2:10][CH:9]1[C:14]([C:16]1[O:17][C:18]([C:21]2[CH:26]=[CH:25][C:24]([F:27])=[CH:23][CH:22]=2)=[CH:19][CH:20]=1)=O)=O)(C)(C)C.O.NN.[OH-].[K+].O>C(O)COCCO>[F:27][C:24]1[CH:23]=[CH:22][C:21]([C:18]2[O:17][C:16]([CH2:14][CH:9]3[CH2:10][CH2:11][CH2:12][CH2:13][NH:8]3)=[CH:20][CH:19]=2)=[CH:26][CH:25]=1 |f:1.2,3.4|. Procedure: To a solution of (RS)-1-(tert-butyloxycarbonyl)-2-((5-(4-fluorophenyl)-furan-2-yl)carbonyl)piperidine (2.0 g, 5.36 mmol) in diethylene glycol (20 g), was added hydrazine hydrate (0.31 ml, 5.36 mmol) and the resultant mixture heated at 100° C. for 30 min. After cooling to room temperature, potassium hydroxide (1.0 g, 17.8 mmol) was added and the mixture heated at 200° C. for 18 h. The reaction mixture was then poured into water (100 ml) and extracted with diethyl ether (3×75 ml). The combined org...